This data is from the Open Reaction Database (ORD), a public repository of structured organic reaction records. The task is: describe an organic reaction: reactants, conditions, products, and yield Starting materials: OS(=O)(=O)[O-].[Na+] (NaHSO4), [H-].[Na+] (NaH), CI (methyliodide), COC=1C(=C2C(=C(NC2=CC1)C=CC(=O)OC)C(=O)OC)[N+](=O)[O-] (Methyl 5-methoxy-3-methoxycarbonyl-4-nitro-2-indoleacrylate). The solvent is CN(C=O)C (dimethylformamide). Run at temperature 60 celsius. Yields the product COC=1C(=C2C(=C(N(C2=CC1)C)C=CC(=O)OC)C(=O)OC)[N+](=O)[O-] (Methyl 5-methoxy-3-methoxycarbonyl-N-methyl-4-nitro-2-indoleacrylate). As a reaction SMILES: [H-].[Na+].[CH3:3][O:4][C:5]1[C:6]([N+:24]([O-:26])=[O:25])=[C:7]2[C:11](=[CH:12][CH:13]=1)[NH:10][C:9]([CH:14]=[CH:15][C:16]([O:18][CH3:19])=[O:17])=[C:8]2[C:20]([O:22][CH3:23])=[O:21].[CH3:27]I.OS([O-])(=O)=O.[Na+]>CN(C)C=O>[CH3:3][O:4][C:5]1[C:6]([N+:24]([O-:26])=[O:25])=[C:7]2[C:11](=[CH:12][CH:13]=1)[N:10]([CH3:27])[C:9]([CH:14]=[CH:15][C:16]([O:18][CH3:19])=[O:17])=[C:8]2[C:20]([O:22][CH3:23])=[O:21] |f:0.1,4.5|. Procedure: This synthesis was carried out under an atmosphere of dry N2. To a stirred suspension of NaH (2.9 g) in dimethylformamide (145 ml) were added 9.34 g (28 mmol) methyl 5-methoxy-3-methoxycarbonyl-4-nitro-2-indoleacrylate (15). Thereupon the whole mixture was heated at 45°-50° C. When the evolution of H2 had ceased methyliodide (25 ml) was added to the dark red solution. During an additional (1 h) heating of the reaction mixture at 60° C., the colour of the solution turned to yellow. After cooling ... The reactants are ClC1=C2C3=CC(CCC3(C(C2=CC(=C1Cl)OC)=O)CCC)=O (5,6-dichloro-7-methoxy-9a-propyl-1,2,9,9a-tetrahydro-3H-fluoren-3,9-dione), Cl.N1=CC=CC=C1 (pyridine hydrochloride), ice water. Product: ClC1=C2C3=CC(CCC3(C(C2=CC(=C1Cl)O)=O)CCC)=O (5,6-dichloro-7-hydroxy-9a-propyl-1,2,9,9a-tetrahydro-3H-fluoren-3,9-dione). As a reaction SMILES: [Cl:1][C:2]1[C:14]([Cl:15])=[C:13]([O:16]C)[CH:12]=[C:11]2[C:3]=1[C:4]1[C:9]([CH2:19][CH2:20][CH3:21])([C:10]2=[O:18])[CH2:8][CH2:7][C:6](=[O:22])[CH:5]=1.Cl.N1C=CC=CC=1>>[Cl:1][C:2]1[C:14]([Cl:15])=[C:13]([OH:16])[CH:12]=[C:11]2[C:3]=1[C:4]1[C:9]([CH2:19][CH2:20][CH3:21])([C:10]2=[O:18])[CH2:8][CH2:7][C:6](=[O:22])[CH:5]=1 |f:1.2|. Procedure: A mixture of 5,6-dichloro-7-methoxy-9a-propyl-1,2,9,9a-tetrahydro-3H-fluoren-3,9-dione (2.67 g) and pyridine hydrochloride (35 g) was heated at 175°-180° C. in an inert atmosphere for 3/4 hour, poured into ice water and extracted with a mixture of ether and tetrahydrofuran. The organic extracts were washed with water, dried over MgSO4 and evaporated in vacuo to give 5,6-dichloro-7-hydroxy-9a-propyl-1,2,9,9a-tetrahydro-3H-fluoren-3,9-dione which was used in Step E without further purification. Starting materials: C(CCC)[Li] (n-Butyllithium), [OH-].[Na+] (Sodium hydroxide), S1C=NC=C1 (thiazole), CC1([C@H](CCC(C1)=O)C(=O)OC)C (methyl (1S)-2,2-dimethyl-4-oxocyclohexanecarboxylate), B(F)(F)F (Boron trifluoride). Run in CC(C)(C)OC (MTBE), C1CCOC1 (THF), C1CCOC1 (THF). Conditions: temperature -78 celsius, time 5 minute. Yields the product O[C@]1(CC([C@H](CC1)C(=O)OC)(C)C)C=1SC=CN1 (methyl (1S,4R)-4-hydroxy-2,2-dimethyl-4-(1,3-thiazol-2-yl)cyclohexanecarboxylate). RXN SMILES: [CH3:1][C:2]1([CH3:13])[CH2:7][C:6](=[O:8])[CH2:5][CH2:4][C@@H:3]1[C:9]([O:11][CH3:12])=[O:10].[S:14]1[CH:18]=[CH:17][N:16]=[CH:15]1.B(F)(F)F.C([Li])CCC.[OH-].[Na+]>C1COCC1.CC(OC)(C)C>[OH:8][C@:6]1([C:15]2[S:14][CH:18]=[CH:17][N:16]=2)[CH2:5][CH2:4][C@H:3]([C:9]([O:11][CH3:12])=[O:10])[C:2]([CH3:13])([CH3:1])[CH2:7]1 |f:4.5|. Reported procedure: To a solution of methyl (1S)-2,2-dimethyl-4-oxocyclohexanecarboxylate (10 g, 54.28 mmol)) in THF (16.3 g) was added additional THF (184 mL) followed by thiazole (6.93 g, 81.42 mmol). The resulting solution was then cooled to −78° C. Boron trifluoride diethyletherate (9.24 g, 65.14 mmol) was added over 24 minutes and the resulting mixture aged at −78° C. for 5 minutes. n-Butyllithium (2.5M in hexanes, 20.05 g, 71.98 mmol) was added to the mixture subsurface over 4 hours and the mixture was aged f... The reactants are [BH4-], Fc1cccc2c1C(c1ccc(C(F)(F)F)cc1)N(Cc1ccccc1)C=C2, CC(=O)O, [Na+], C1CCOC1. Yields the product Fc1cccc2c1C(c1ccc(C(F)(F)F)cc1)N(Cc1ccccc1)CC2. As a reaction SMILES: [BH4-:29].[CH2:1]([c:2]1[cH:3][cH:4][cH:5][cH:6][cH:7]1)[N:8]1[CH:9]([c:19]2[cH:20][cH:21][c:22]([C:25]([F:26])([F:27])[F:28])[cH:23][cH:24]2)[c:10]2[c:11]([F:18])[cH:12][cH:13][cH:14][c:15]2[CH:16]=[CH:17]1.[CH3:31][C:32](=[O:33])[OH:34].[Na+:30].[O:35]1[CH2:36][CH2:37][CH2:38][CH2:39]1>>[CH2:1]([c:2]1[cH:3][cH:4][cH:5][cH:6][cH:7]1)[N:8]1[CH:9]([c:19]2[cH:20][cH:21][c:22]([C:25]([F:26])([F:27])[F:28])[cH:23][cH:24]2)[c:10]2[c:11]([F:18])[cH:12][cH:13][cH:14][c:15]2[CH2:16][CH2:17]1. The solvent is C(C)(=O)O (acetic acid). As a reaction SMILES: [NH:1](C(OCC1C=CC=CC=1)=O)[C@H:2]([C:11]([NH:13][C@H:14]([C:24]([NH:26][C@H:27]([C:30]([NH:32][C@H:33]([C:35]([NH:37][C@H:38]([C:48]([NH:50][C@H:51]([C:53]([NH:55][C@H:56]([C:64]([N:66]1[CH2:109][CH2:108][CH2:107][C@H:67]1[C:68]([NH:70][C@H:71]([C:76]([NH:78][C@H:79]([C:89]([NH:91][C@H:92]([C:100]([O:102][C:103]([CH3:106])([CH3:105])[CH3:104])=[O:101])[CH2:93][C:94]1[CH:99]=[CH:98][CH:97]=[CH:96][CH:95]=1)=[O:90])[CH2:80][CH2:81][C:82](=[O:88])[O:83][C:84]([CH3:87])([CH3:86])[CH3:85])=[O:77])[CH2:72][CH:73]([CH3:75])[CH3:74])=[O:69])=[O:65])[CH2:57][C:58]1[CH:63]=[CH:62][CH:61]=[CH:60][CH:59]=1)=[O:54])[CH3:52])=[O:49])[CH2:39][CH2:40][C:41](=[O:47])[O:42][C:43]([CH3:46])([CH3:45])[CH3:44])=[O:36])[CH3:34])=[O:31])[CH2:28][OH:29])=[O:25])[CH2:15][CH2:16][C:17](=[O:23])[O:18][C:19]([CH3:22])([CH3:21])[CH3:20])=[O:12])[CH2:3][C:4](=[O:10])[O:5][C:6]([CH3:9])([CH3:8])[CH3:7]>[Pd].C(O)(=O)C>[NH2:1][C@H:2]([C:11]([NH:13][C@H:14]([C:24]([NH:26][C@H:27]([C:30]([NH:32][C@H:33]([C:35]([NH:37][C@H:38]([C:48]([NH:50][C@H:51]([C:53]([NH:55][C@H:56]([C:64]([N:66]1[CH2:109][CH2:108][CH2:107][C@H:67]1[C:68]([NH:70][C@H:71]([C:76]([NH:78][C@H:79]([C:89]([NH:91][C@H:92]([C:100]([O:102][C:103]([CH3:104])([CH3:106])[CH3:105])=[O:101])[CH2:93][C:94]1[CH:95]=[CH:96][CH:97]=[CH:98][CH:99]=1)=[O:90])[CH2:80][CH2:81][C:82](=[O:88])[O:83][C:84]([CH3:85])([CH3:86])[CH3:87])=[O:77])[CH2:72][CH:73]([CH3:75])[CH3:74])=[O:69])=[O:65])[CH2:57][C:58]1[CH:59]=[CH:60][CH:61]=[CH:62][CH:63]=1)=[O:54])[CH3:52])=[O:49])[CH2:39][CH2:40][C:41](=[O:47])[O:42][C:43]([CH3:46])([CH3:45])[CH3:44])=[O:36])[CH3:34])=[O:31])[CH2:28][OH:29])=[O:25])[CH2:15][CH2:16][C:17](=[O:23])[O:18][C:19]([CH3:21])([CH3:22])[CH3:20])=[O:12])[CH2:3][C:4](=[O:10])[O:5][C:6]([CH3:9])([CH3:8])[CH3:7]. Product: N[C@@H](CC(OC(C)(C)C)=O)C(=O)N[C@@H](CCC(OC(C)(C)C)=O)C(=O)N[C@@H](CO)C(=O)N[C@@H](C)C(=O)N[C@@H](CCC(OC(C)(C)C)=O)C(=O)N[C@@H](C)C(=O)N[C@@H](CC1=CC=CC=C1)C(=O)N1[C@H](C(=O)N[C@@H](CC(C)C)C(=O)N[C@@H](CCC(OC(C)(C)C)=O)C(=O)N[C@@H](CC2=CC=CC=C2)C(=O)OC(C)(C)C)CCC1 (H-Asp(OtBu)-Glu(OtBu)-Ser-Ala-Glu(OtBu)-Ala-Phe-Pro-Leu-Glu(OtBu)-Phe-OtBu). The reagents and catalysts are [Pd] (palladium-on-carbon). Reactants: N([C@@H](CC(OC(C)(C)C)=O)C(=O)N[C@@H](CCC(OC(C)(C)C)=O)C(=O)N[C@@H](CO)C(=O)N[C@@H](C)C(=O)N[C@@H](CCC(OC(C)(C)C)=O)C(=O)N[C@@H](C)C(=O)N[C@@H](CC1=CC=CC=C1)C(=O)N1[C@H](C(=O)N[C@@H](CC(C)C)C(=O)N[C@@H](CCC(OC(C)(C)C)=O)C(=O)N[C@@H](CC2=CC=CC=C2)C(=O)OC(C)(C)C)CCC1)C(=O)OCC1=CC=CC=C1 (Z-Asp(OtBu)-Glu(OtBu)-Ser-Ala-Glu(OtBu)-Ala-Phe-Pro-Leu-Glu(OtBu)-Phe-OtBu). Reported procedure: 67.25 g. (42.15 mmoles) of Z-29-39-OtBu are dissolved in 1300 ml. of 80 % acetic acid, and the mixture is hydrogenated in the presence of palladium-on-carbon. At the end of the reaction the catalyst is filtered off, and the filtrate is evaporated to dryness. The residue is triturated with ether, the solid is filtered off, and dried. 63.8 g. (95%) of H-29-39OtBu are obtained. M.p.: 128°-132° C (under decomposition), Rf5 = 0.3.